Task: describe an organic reaction: reactants, conditions, products, and yield. Dataset: the Open Reaction Database (ORD), a public repository of structured organic reaction records The reactants are O=C([O-])[O-], CCOC(C)=O, CCOC(=O)C(C(=O)OCC)C(=O)OCC, FC(F)(F)Oc1ccc(CBr)cc1, [I-], [K+], [K+], [K+], CN(C)C=O, O. Yields the product CCOC(=O)C(Cc1ccc(OC(F)(F)F)cc1)(C(=O)OCC)C(=O)OCC. As a reaction SMILES: [C:32](=[O:33])([O-:34])[O-:35].[CH3:44][CH2:45][O:46][C:47](=[O:48])[CH3:49].[CH:1]([C:2](=[O:3])[O:4][CH2:5][CH3:6])([C:7](=[O:8])[O:9][CH2:10][CH3:11])[C:12](=[O:13])[O:14][CH2:15][CH3:16].[F:17][C:18]([O:19][c:20]1[cH:21][cH:22][c:23]([CH2:24][Br:25])[cH:26][cH:27]1)([F:28])[F:29].[I-:31].[K+:30].[K+:36].[K+:37].[O:38]=[CH:39][N:40]([CH3:41])[CH3:42].[OH2:43]>>[C:1]([C:2](=[O:3])[O:4][CH2:5][CH3:6])([C:7](=[O:8])[O:9][CH2:10][CH3:11])([C:12](=[O:13])[O:14][CH2:15][CH3:16])[CH2:24][c:23]1[cH:22][cH:21][c:20]([O:19][C:18]([F:17])([F:28])[F:29])[cH:27][cH:26]1. Reactants: C(O)CN (ethanolamine), CCN(C(C)C)C(C)C (Hunig's base), BrC1=CN=C2N1C=CN=C2Cl (3-Bromo-8-chloro-imidazo[1,2-a]pyrazine). Run in C(CCC)O (nBuOH). Conditions: temperature 100 celsius. The product is BrC1=CN=C2N1C=CN=C2NCCO (2-(3-bromo-imidazo[1,2-a]pyrazin-8-ylamino)-ethanol). RXN SMILES: [Br:1][C:2]1[N:6]2[CH:7]=[CH:8][N:9]=[C:10](Cl)[C:5]2=[N:4][CH:3]=1.[CH2:12]([CH2:14][NH2:15])[OH:13].CCN(C(C)C)C(C)C>C(O)CCC>[Br:1][C:2]1[N:6]2[CH:7]=[CH:8][N:9]=[C:10]([NH:15][CH2:14][CH2:12][OH:13])[C:5]2=[N:4][CH:3]=1. Procedure details: 3-Bromo-8-chloro-imidazo[1,2-a]pyrazine (0.70 g, 3.0 mmol) (from Example 1 supra) was stirred in nBuOH (10 mL) and ethanolamine (0.22 mL, 3.65 mmol) followed by Hunig's base (1.04 mL, 6.0 mmol) Reaction mixture was then heated at 100° C. overnight. The mixture was concentrated to dryness and water was added (150 mL) followed by a saturated aqueous solution of NaHCO3 (50 mL). The reaction was then extracted with EtOAc (3×20 mL) and the organic phases were combined, washed with water (2×20 mL), dr... Reactants: CSC1C(NC2=CC=C(C=C12)C#N)=O (3-Methylsulphanyl-2-oxo-2,3-dihydro-1H-indole-5-carbonitrile). The reagents and catalysts are [Ni] (Raney nickel). Solvent: C1CCOC1 (THF), C1CCOC1 (THF). Product: O=C1NC2=CC=C(C=C2C1)C#N (2-Oxo-2,3-dihydro-1H-indole-5-carbonitrile). Reaction SMILES: CS[CH:3]1[C:11]2[C:6](=[CH:7][CH:8]=[C:9]([C:12]#[N:13])[CH:10]=2)[NH:5][C:4]1=[O:14]>[Ni].C1COCC1>[O:14]=[C:4]1[CH2:3][C:11]2[C:6](=[CH:7][CH:8]=[C:9]([C:12]#[N:13])[CH:10]=2)[NH:5]1. Procedure: To a suspension of Raney nickel in THF (100 ml) there is added the compound obtained in Step A (20 mmoles) dissolved in THF (400 ml). The reaction mixture is stirred at ambient temperature until the starting material has completely disappeared. The reaction mixture is then filtered over a bed of Celite and then evaporated to dryness to yield the title product, which is used directly in the next reaction. Reactants: C1(=CC=CC=C1)C=1OC(=C(N1)C(=O)O)C(F)(F)F (2-phenyl-5-trifluoromethyl-oxazole-4-carboxylic acid), NC=1C=CC(=NC1)N1CCC(CC1)C(=O)N (5′-amino-3,4,5,6-tetrahydro-2H-[1,2′]bipyridinyl-4-carboxylic acid amide), CCO.C1CCOC1.CCOC(=O)C (EtOH THF EtOAc), Cl.C(C)N=C=NCCCN(C)C (1-ethyl-3-(3-dimethylaminopropyl)carbodiimide hydrochloride), [N+](=O)([O-])C=1C=CC(=NC1)N1CCC(CC1)C(=O)N (5′-nitro-3,4,5,6-tetrahydro-2H-[1,2′]bipyridinyl-4-carboxylic acid amide). The reagents and catalysts are CN(C)C=1C=CN=CC1 (DMAP), [Pd] (Pd/C). The solvent is C(C)(=O)OCC (ethyl acetate), CN(C)C=O (DMF). Yields the product C1(=CC=CC=C1)C=1OC(=C(N1)C(=O)NC=1C=CC(=NC1)N1CCC(CC1)C(=O)N)C(F)(F)F (5′-[(2-phenyl-5-trifluoromethyl-oxazole-4-carbonyl)-amino]-3,4,5,6-tetrahydro-2H-[1,2′]bipyridinyl-4-carboxylic acid amide). Isolated yield 26.0%. RXN SMILES: [C:1]1([C:7]2[O:8][C:9]([C:15]([F:18])([F:17])[F:16])=[C:10]([C:12]([OH:14])=O)[N:11]=2)[CH:6]=[CH:5][CH:4]=[CH:3][CH:2]=1.[NH2:19][C:20]1[CH:21]=[CH:22][C:23]([N:26]2[CH2:31][CH2:30][CH:29]([C:32]([NH2:34])=[O:33])[CH2:28][CH2:27]2)=[N:24][CH:25]=1.[N+](C1C=CC(N2CCC(C(N)=O)CC2)=NC=1)([O-])=O.CCO.C1COCC1.CCOC(C)=O.Cl.C(N=C=NCCCN(C)C)C>CN(C1C=CN=CC=1)C.CN(C=O)C.C(OCC)(=O)C.[Pd]>[C:1]1([C:7]2[O:8][C:9]([C:15]([F:18])([F:17])[F:16])=[C:10]([C:12]([NH:19][C:20]3[CH:21]=[CH:22][C:23]([N:26]4[CH2:31][CH2:30][CH:29]([C:32]([NH2:34])=[O:33])[CH2:28][CH2:27]4)=[N:24][CH:25]=3)=[O:14])[N:11]=2)[CH:2]=[CH:3][CH:4]=[CH:5][CH:6]=1 |f:3.4.5,6.7|. Reported procedure: A mixture of 2-phenyl-5-trifluoromethyl-oxazole-4-carboxylic acid (3.42 g, 12.6 mmol), 5′-amino-3,4,5,6-tetrahydro-2H-[1,2′]bipyridinyl-4-carboxylic acid amide (which was the product from the catalytic hydrogenation of 5′-nitro-3,4,5,6-tetrahydro-2H-[1,2′]bipyridinyl-4-carboxylic acid amide: 2.93 g, 12.6 mmol, 200 mL EtOH/THF/EtOAc mixture, 50 psi H2, 7 hr, with 300 mg of Pd/C 10%), 1-ethyl-3-(3-dimethylaminopropyl)carbodiimide hydrochloride (2.89 g, 15.1 mmol) and DMAP (catalytic) in anhydrous ... The reactants are COc1cc(OC)nc(CSC)n1, CO, C[O-], Nc1ccccc1Cl, ClCCl, CC(C)(C)OCl, [Na+], O. As a reaction SMILES: [CH3:15][S:16][CH2:17][c:18]1[n:19][c:20]([O:26][CH3:27])[cH:21][c:22]([O:24][CH3:25])[n:23]1.[CH3:28][OH:29].[CH3:30][O-:31].[Cl:1][c:2]1[c:3]([NH2:4])[cH:5][cH:6][cH:7][cH:8]1.[Cl:33][CH2:34][Cl:35].[Cl:9][O:10][C:11]([CH3:12])([CH3:13])[CH3:14].[Na+:32].[OH2:36]>>[Cl:1][c:2]1[c:3]([NH2:4])[c:5]([CH:17]([S:16][CH3:15])[c:18]2[n:19][c:20]([O:26][CH3:27])[cH:21][c:22]([O:24][CH3:25])[n:23]2)[cH:6][cH:7][cH:8]1. The product is COc1cc(OC)nc(C(SC)c2cccc(Cl)c2N)n1. Starting materials: ClC1=CC(=NC(=N1)OC)NCCC1=CC(=C(C=C1)OC)F ((6-chloro-2-methoxy-pyrimidin-4-yl)-[2-(3-fluoro-4-methoxyphenyl)-ethyl]amine), ClC1=CC(=NC(=N1)OC)NCCC1=CC(=C(C=C1)OC)F ((6-chloro-2-methoxy-pyrimidin-4-yl)-[2-(3-fluoro-4-methoxyphenyl)-ethyl]amine), C(#N)C=1C=C(C=CC1)B(O)O (3-cyano-phenylboronic acid), C(#N)C=1C=C(C=CC1)B(O)O (3-cyano-phenylboronic acid), C(=O)([O-])[O-].[Cs+].[Cs+] (Cs2CO3). Reagents/catalysts: C=1C=CC(=CC1)[P](C=2C=CC=CC2)(C=3C=CC=CC3)[Pd]([P](C=4C=CC=CC4)(C=5C=CC=CC5)C=6C=CC=CC6)([P](C=7C=CC=CC7)(C=8C=CC=CC8)C=9C=CC=CC9)[P](C=1C=CC=CC1)(C=1C=CC=CC1)C=1C=CC=CC1 (tetrakis(triphenylphosphine)palladium). Run in O (water), COCCOC (ethylene glycol dimethyl ether), O (water). Yields the product FC=1C=C(C=CC1OC)CCNC1=CC(=NC(=N1)OC)C=1C=C(C#N)C=CC1 (3-{6-[2-(3-fluoro-4-methoxy-phenyl)-ethylamino]-2-methoxy-pyrimidin-4-yl}-benzonitrile). The yield is 56.6%. Reaction SMILES: Cl[C:2]1[N:7]=[C:6]([O:8][CH3:9])[N:5]=[C:4]([NH:10][CH2:11][CH2:12][C:13]2[CH:18]=[CH:17][C:16]([O:19][CH3:20])=[C:15]([F:21])[CH:14]=2)[CH:3]=1.[C:22]([C:24]1[CH:25]=[C:26](B(O)O)[CH:27]=[CH:28][CH:29]=1)#[N:23].C([O-])([O-])=O.[Cs+].[Cs+]>C1C=CC([P]([Pd]([P](C2C=CC=CC=2)(C2C=CC=CC=2)C2C=CC=CC=2)([P](C2C=CC=CC=2)(C2C=CC=CC=2)C2C=CC=CC=2)[P](C2C=CC=CC=2)(C2C=CC=CC=2)C2C=CC=CC=2)(C2C=CC=CC=2)C2C=CC=CC=2)=CC=1.O.COCCOC>[F:21][C:15]1[CH:14]=[C:13]([CH2:12][CH2:11][NH:10][C:4]2[N:5]=[C:6]([O:8][CH3:9])[N:7]=[C:2]([C:28]3[CH:29]=[C:24]([CH:25]=[CH:26][CH:27]=3)[C:22]#[N:23])[CH:3]=2)[CH:18]=[CH:17][C:16]=1[O:19][CH3:20] |f:2.3.4,^1:42,44,63,82|. Reported procedure: (6-chloro-2-methoxy-pyrimidin-4-yl)-[2-(3-fluoro-4-methoxyphenyl)-ethyl]amine [1.6 g, Intermediate (5)], 3-cyano-phenylboronic acid [1.5 g, Intermediate (6)], Cs2CO3 (8.3 g) and tetrakis(triphenylphosphine)palladium (45 mg) in a solution of water (8 mL) and ethylene glycol dimethyl ether (32 mL) is heated at 90° C. for 16 hours. The solution is poured into water and extracted twice with EtOAc (200 mL). The combined extracts are dried over sodium sulfate, filtered, and evaporated. The residue is ... The reactants are O=C([O-])O, CC(=O)OC(C)=O, CCOC(=O)c1ccc(NCc2ccc(Cl)cc2)cc1, [Na+], O, O=S(=O)(O)O. Product: CCOC(=O)c1ccc(N(Cc2ccc(Cl)cc2)C(C)=O)cc1. Reaction SMILES: [C:33](=[O:34])([OH:35])[O-:36].[CH3:21][C:22](=[O:23])[O:24][C:25](=[O:26])[CH3:27].[Cl:1][c:2]1[cH:3][cH:4][c:5]([CH2:6][NH:7][c:8]2[cH:9][cH:10][c:11]([C:12](=[O:13])[O:14][CH2:15][CH3:16])[cH:17][cH:18]2)[cH:19][cH:20]1.[Na+:37].[OH2:38].[S:28](=[O:29])(=[O:30])([OH:31])[OH:32]>>[Cl:1][c:2]1[cH:3][cH:4][c:5]([CH2:6][N:7]([c:8]2[cH:9][cH:10][c:11]([C:12](=[O:13])[O:14][CH2:15][CH3:16])[cH:17][cH:18]2)[C:22]([CH3:21])=[O:23])[cH:19][cH:20]1. Reactants: FC(CCC(=O)OC)(C(C(C(F)(F)F)(F)F)(F)F)F (methyl 4,4,5,5,6,6,7,7,7-nonafluoroheptanoate), FC(CCCN)(C(C(C(F)(F)F)(F)F)(F)F)F (4,4,5,5,6,6,7,7,7-nonafluoroheptylamine), CO (MeOH). The product is FC(CCCC(C(=O)N)CC(C(C(C(F)(F)F)(F)F)(F)F)(F)F)(C(C(C(F)(F)F)(F)F)(F)F)F (4,4,5,5,6,6,7,7,7-nonafluoroheptyl -4,4,5,5,6,6,7,7,7-nonafluoroheptanamide). Isolated yield 80.0%. RXN SMILES: [F:1][C:2]([F:19])([C:9]([F:18])([F:17])[C:10]([F:16])([F:15])[C:11]([F:14])([F:13])[F:12])[CH2:3][CH2:4][C:5](OC)=O.[F:20][C:21]([F:36])([C:26]([F:35])([F:34])[C:27]([F:33])([F:32])[C:28]([F:31])([F:30])[F:29])[CH2:22][CH2:23][CH2:24][NH2:25].C[OH:38]>>[F:1][C:2]([F:19])([C:9]([F:17])([F:18])[C:10]([F:15])([F:16])[C:11]([F:12])([F:13])[F:14])[CH2:3][CH2:4][CH2:5][CH:23]([CH2:22][C:21]([F:36])([F:20])[C:26]([F:34])([F:35])[C:27]([F:32])([F:33])[C:28]([F:29])([F:30])[F:31])[C:24]([NH2:25])=[O:38]. Reported procedure: A mixture of methyl 4,4,5,5,6,6,7,7,7-nonafluoroheptanoate (18 g 59 mmol) and 4,4,5,5,6,6,7,7,7-nonafluoroheptylamine (18.5 g, 66.8 mmol) was heated to slowly distill MeOH out through a 15 cm long column. Colorless liquid (10.5 g) was obtained by atmospheric and then full vacuum distillation. After being cooled to RT, the residue in the reaction flask was solidified to a yellow solid (26.0 g). NMR and GC-MS analysis indicated that it was the product, N-(4,4,5,5,6,6,7,7,7-nonafluoroheptyl)-4,4,5,... Reactants: OC=1C=NC(=NC1)C=1C=C(CN2N=C(C=CC2=O)C=2C=NN(C2)C)C=CC1 (2-[3-(5-hydroxy-pyrimidin-2-yl)-benzyl]-6-(1-methyl-1H-pyrazol-4-yl)-2H-pyridazin-3-one), C1CCOC1 (THF), C1(=CC=CC=C1)P(C1=CC=CC=C1)C1=CC=CC=C1 (triphenylphosphine), OCCN1CCOCC1 (4-(2-hydroxyethyl)morpholine), CC(C)OC(=O)/N=N/C(=O)OC(C)C (diisopropylazodicarboxylate). Conditions: time 18 hour. The product is CN1N=CC(=C1)C=1C=CC(N(N1)CC1=CC(=CC=C1)C1=NC=C(C=N1)OCCN1CCOCC1)=O (6-(1-methyl-1H-pyrazol-4-yl)-2-{3-[5-(2-morpholin-4-yl-ethoxy)-pyrimidin-2-yl]-benzyl}-2H-pyridazin-3-one). Reaction SMILES: [OH:1][C:2]1[CH:3]=[N:4][C:5]([C:8]2[CH:9]=[C:10]([CH:25]=[CH:26][CH:27]=2)[CH2:11][N:12]2[C:17](=[O:18])[CH:16]=[CH:15][C:14]([C:19]3[CH:20]=[N:21][N:22]([CH3:24])[CH:23]=3)=[N:13]2)=[N:6][CH:7]=1.C1COCC1.C1(P(C2C=CC=CC=2)C2C=CC=CC=2)C=CC=CC=1.O[CH2:53][CH2:54][N:55]1[CH2:60][CH2:59][O:58][CH2:57][CH2:56]1.CC(OC(/N=N/C(OC(C)C)=O)=O)C>>[CH3:24][N:22]1[CH:23]=[C:19]([C:14]2[CH:15]=[CH:16][C:17](=[O:18])[N:12]([CH2:11][C:10]3[CH:25]=[CH:26][CH:27]=[C:8]([C:5]4[N:6]=[CH:7][C:2]([O:1][CH2:53][CH2:54][N:55]5[CH2:60][CH2:59][O:58][CH2:57][CH2:56]5)=[CH:3][N:4]=4)[CH:9]=3)[N:13]=2)[CH:20]=[N:21]1. Procedure: To a suspension of 360 mg (1.00 mmol) of 2-[3-(5-hydroxy-pyrimidin-2-yl)-benzyl]-6-(1-methyl-1H-pyrazol-4-yl)-2H-pyridazin-3-one in 2 ml THF 394 mg (1.50 mmol) of triphenylphosphine and 242 μl (2.00 mmol) of 4-(2-hydroxyethyl)morpholine are added one after the other. Under ice cooling 294 μl (1.50 mmol) of diisopropylazodicarboxylate are slowly added dropwise. The resulting solution is stirred for 18 hours at room temperature. The reaction mixture is then concentrated in vacuo and the oily resid...